This data is from the Open Reaction Database (ORD), a public repository of structured organic reaction records. The task is: describe an organic reaction: reactants, conditions, products, and yield Reactants: Cl.OC(COC1=CC=C(N)C=C1)CN(C)C (4-[2-hydroxy-3-(N,N-dimethylamino)propoxy]aniline hydrochloride), BrC=1C(=NC(=NC1)Cl)NC=1C=C2CCCC2=CC1 (5-bromo-2-chloro-4-(indan-5-ylamino)pyrimidine). Solvent: CO (methanol), C(CCC)O (n-butanol). Run at temperature 100 celsius. Yields the product BrC=1C(=NC(=NC1)NC1=CC=C(C=C1)OCC(CN(C)C)O)NC=1C=C2CCCC2=CC1 (5-Bromo-2-{4-[2-hydroxy-3-(N,N-dimethylamino)propoxy]anilino}-4-(indan-5-ylamino)pyrimidine). Isolated yield 41.9%. As a reaction SMILES: Cl.[OH:2][CH:3]([CH2:13][N:14]([CH3:16])[CH3:15])[CH2:4][O:5][C:6]1[CH:12]=[CH:11][C:9]([NH2:10])=[CH:8][CH:7]=1.[Br:17][C:18]1[C:19]([NH:25][C:26]2[CH:27]=[C:28]3[C:32](=[CH:33][CH:34]=2)[CH2:31][CH2:30][CH2:29]3)=[N:20][C:21](Cl)=[N:22][CH:23]=1>CO.C(O)CCC>[Br:17][C:18]1[C:19]([NH:25][C:26]2[CH:27]=[C:28]3[C:32](=[CH:33][CH:34]=2)[CH2:31][CH2:30][CH2:29]3)=[N:20][C:21]([NH:10][C:9]2[CH:11]=[CH:12][C:6]([O:5][CH2:4][CH:3]([OH:2])[CH2:13][N:14]([CH3:16])[CH3:15])=[CH:7][CH:8]=2)=[N:22][CH:23]=1 |f:0.1|. Procedure details: A hot solution of 4-[2-hydroxy-3-(N,N-dimethylamino)propoxy]aniline hydrochloride (Method 89, 156 mg, 0.56 mmol) in methanol (2 ml) was added to a solution of 5-bromo-2-chloro-4-(indan-5-ylamino)pyrimidine (Method 15, 200 mg, 0.62 mmol) in n-butanol (20 ml). The mixture was heated at 100° C. for 18 hours and silica.(1 g) was added. Volatile material was removed by evaporation and the residue was purified by column chromatography, eluting with 0-10% 2.0M methanolic ammonia solution in DCM, to giv... Reactants: O (Water), OC1=CC=C2C(C(=C(OC2=C1C=O)C1CCN(CC1)C(CC)=O)C)=O (7-Hydroxy-3-methyl-4-oxo-2-(1-propanoylpiperidin-4-yl)-4H-chromene-8-carbaldehyde), C(C1=CC=CC=C1)Br (benzyl bromide), C([O-])([O-])=O.[K+].[K+] (potassium carbonate). The solvent is CN(C=O)C (dimethylformamide). Product: C(C1=CC=CC=C1)OC1=CC=C2C(C(=C(OC2=C1C=O)C1CCN(CC1)C(CC)=O)C)=O (7-(Benzyloxy)-3-methyl-4-oxo-2-(1-propanoylpiperidin-4-yl)-4H-chromene-8-carbaldehyde). Isolated yield 96.4%. Reported procedure: A solution of 7-hydroxy-3-methyl-4-oxo-2-(1-propanoylpiperidin-4-yl)-4H-chromene-8-carbaldehyde (250 mg, 0.73 mmol) obtained in Example 34-1, benzyl bromide (260 μL, 3.64 mmol), and potassium carbonate (503 mg, 3.64 mmol) in dimethylformamide (4 mL) was stirred at room temperature for 26 hours. Water was added to the reaction solution, followed by extraction with ethyl acetate. The organic layer was washed with water and then dried over sodium sulfate. The desiccant was filtered off, and then th... Reaction SMILES: [OH:1][C:2]1[C:11]([CH:12]=[O:13])=[C:10]2[C:5]([C:6](=[O:25])[C:7]([CH3:24])=[C:8]([CH:14]3[CH2:19][CH2:18][N:17]([C:20](=[O:23])[CH2:21][CH3:22])[CH2:16][CH2:15]3)[O:9]2)=[CH:4][CH:3]=1.[CH2:26](Br)[C:27]1[CH:32]=[CH:31][CH:30]=[CH:29][CH:28]=1.C(=O)([O-])[O-].[K+].[K+].O>CN(C)C=O>[CH2:26]([O:1][C:2]1[C:11]([CH:12]=[O:13])=[C:10]2[C:5]([C:6](=[O:25])[C:7]([CH3:24])=[C:8]([CH:14]3[CH2:15][CH2:16][N:17]([C:20](=[O:23])[CH2:21][CH3:22])[CH2:18][CH2:19]3)[O:9]2)=[CH:4][CH:3]=1)[C:27]1[CH:32]=[CH:31][CH:30]=[CH:29][CH:28]=1 |f:2.3.4|. The reactants are CC[SiH](CC)CC, COC(=O)c1cc(C(=O)c2c(F)cc(F)cc2F)c[nH]1, O=C(O)C(F)(F)F. The product is COC(=O)c1cc(Cc2c(F)cc(F)cc2F)c[nH]1. As a reaction SMILES: [CH2:21]([SiH:22]([CH2:23][CH3:24])[CH2:25][CH3:26])[CH3:27].[F:1][c:2]1[c:3]([C:4](=[O:5])[c:6]2[cH:7][c:8]([C:11](=[O:12])[O:13][CH3:14])[nH:9][cH:10]2)[c:15]([F:20])[cH:16][c:17]([F:19])[cH:18]1.[F:28][C:29]([F:30])([F:31])[C:32]([OH:33])=[O:34]>>[F:1][c:2]1[c:3]([CH2:4][c:6]2[cH:7][c:8]([C:11](=[O:12])[O:13][CH3:14])[nH:9][cH:10]2)[c:15]([F:20])[cH:16][c:17]([F:19])[cH:18]1. Reactants: ClC=1C=CC(=C(/C=C/C(=O)OC)C1)NS(=O)(=O)C1=CC=CC=C1 (methyl trans-5-chloro-2-(phenylsulfonylamino)cinnamate), BrCC(=O)C1=NC=C(C(=C1)C)C (2-bromoacetyl-4,5-dimethylpyridine). Yields the product COC(CC1=C(NC2=CC=C(C=C12)Cl)C(=O)C1=NC=C(C(=C1)C)C)=O (Methyl[5-chloro-2-(4,5-dimethylpyridine-2-carbonyl)-1H-indol-3-yl]acetate). As a reaction SMILES: [Cl:1][C:2]1[CH:3]=[CH:4][C:5]([NH:14]S(C2C=CC=CC=2)(=O)=O)=[C:6]([CH:13]=1)/[CH:7]=[CH:8]/[C:9]([O:11][CH3:12])=[O:10].Br[CH2:25][C:26]([C:28]1[CH:33]=[C:32]([CH3:34])[C:31]([CH3:35])=[CH:30][N:29]=1)=[O:27]>>[CH3:12][O:11][C:9](=[O:10])[CH2:8][C:7]1[C:6]2[C:5](=[CH:4][CH:3]=[C:2]([Cl:1])[CH:13]=2)[NH:14][C:25]=1[C:26]([C:28]1[CH:33]=[C:32]([CH3:34])[C:31]([CH3:35])=[CH:30][N:29]=1)=[O:27]. Reported procedure: The title compound was prepared according to the procedure described in Example 57 from methyl trans-5-chloro-2-(phenylsulfonylamino)cinnamate (Example 36, step 3) and 2-bromoacetyl-4,5-dimethylpyridine*.